This data is from the Open Reaction Database (ORD), a public repository of structured organic reaction records. The task is: describe an organic reaction: reactants, conditions, products, and yield The reactants are CC1=C(NCC2=C(C3=CC=CC=C3C=C2)B2OC(C(O2)(C)C)(C)C)C(=CC(=C1)C)C (2,4,6-trimethyl-N-{[1-(4,4,5,5-tetramethyl-1,3,2-dioxaborolan-2-yl)-2-naphthyl]methyl}aniline), BrC1=CC=CC(=N1)C(C)(C)NC1=C(C=CC=C1CC)CC (N-[1-(6-bromopyridin-2-yl)-1-methylethyl]-2,6-diethylaniline), C(=O)([O-])[O-].[Na+].[Na+] (Na2CO3), O (water). The reagents and catalysts are C=1C=CC(=CC1)[P](C=2C=CC=CC2)(C=3C=CC=CC3)[Pd]([P](C=4C=CC=CC4)(C=5C=CC=CC5)C=6C=CC=CC6)([P](C=7C=CC=CC7)(C=8C=CC=CC8)C=9C=CC=CC9)[P](C=1C=CC=CC1)(C=1C=CC=CC1)C=1C=CC=CC1 (Pd(PPh3)4). The solvent is C1(=CC=CC=C1)C (toluene), CO (methanol). Conditions: temperature 80 celsius, time 12 hour. Product: C(C)C1=C(C(=CC=C1)CC)NC(C)(C)C1=CC=CC(=N1)C1=C(C=CC2=CC=CC=C12)CNC1=C(C=C(C=C1C)C)C (N-{[1-(6-{1-[(2,6-Diethylphenyl)amino]-1-methylethyl}pyridin-2-yl)-2-naphthyl]methyl}-2,4,6-trimethylaniline). As a reaction SMILES: [CH3:1][C:2]1[CH:28]=[C:27]([CH3:29])[CH:26]=[C:25]([CH3:30])[C:3]=1[NH:4][CH2:5][C:6]1[CH:15]=[CH:14][C:13]2[C:8](=[CH:9][CH:10]=[CH:11][CH:12]=2)[C:7]=1B1OC(C)(C)C(C)(C)O1.Br[C:32]1[N:37]=[C:36]([C:38]([NH:41][C:42]2[C:47]([CH2:48][CH3:49])=[CH:46][CH:45]=[CH:44][C:43]=2[CH2:50][CH3:51])([CH3:40])[CH3:39])[CH:35]=[CH:34][CH:33]=1.C([O-])([O-])=O.[Na+].[Na+].O>C1C=CC([P]([Pd]([P](C2C=CC=CC=2)(C2C=CC=CC=2)C2C=CC=CC=2)([P](C2C=CC=CC=2)(C2C=CC=CC=2)C2C=CC=CC=2)[P](C2C=CC=CC=2)(C2C=CC=CC=2)C2C=CC=CC=2)(C2C=CC=CC=2)C2C=CC=CC=2)=CC=1.C1(C)C=CC=CC=1.CO>[CH2:50]([C:43]1[CH:44]=[CH:45][CH:46]=[C:47]([CH2:48][CH3:49])[C:42]=1[NH:41][C:38]([C:36]1[N:37]=[C:32]([C:7]2[C:8]3[C:13](=[CH:12][CH:11]=[CH:10][CH:9]=3)[CH:14]=[CH:15][C:6]=2[CH2:5][NH:4][C:3]2[C:2]([CH3:1])=[CH:28][C:27]([CH3:29])=[CH:26][C:25]=2[CH3:30])[CH:33]=[CH:34][CH:35]=1)([CH3:40])[CH3:39])[CH3:51] |f:2.3.4,^1:62,64,83,102|. Procedure details: A mixture of 2.43 g (6.00 mmol) of 2,4,6-trimethyl-N-{[1-(4,4,5,5-tetramethyl-1,3,2-dioxaborolan-2-yl)-2-naphthyl]methyl}aniline, 2.10 g (6.00 mmol) of N-[1-(6-bromopyridin-2-yl)-1-methylethyl]-2,6-diethylaniline, 4.33 g (15.10 mmol) of Na2CO3×10H2O, 65 ml of water, 18 ml of methanol, and 80 ml of toluene was purged with argon for 30 min. To this solution 0.35 g (0.30 mmol) of Pd(PPh3)4 was added. In argon atmosphere, this mixture was stirred for 12 h at 80° C. Then, it was cooled to room temper... RXN SMILES: [Cl:1][c:2]1[cH:3][c:4]([CH:8]([CH:9]([c:10]2[cH:11][cH:12][c:13]([Cl:16])[cH:14][cH:15]2)[NH:17][S:18]([CH:19]=[CH:20][c:21]2[cH:22][cH:23][cH:24][cH:25][cH:26]2)(=[O:27])=[O:28])[CH:29]=[CH2:30])[cH:5][cH:6][cH:7]1.[Cl:31][CH2:32][Cl:33]>>[Cl:1][c:2]1[cH:3][c:4]([CH:8]2[CH:9]([c:10]3[cH:11][cH:12][c:13]([Cl:16])[cH:14][cH:15]3)[NH:17][S:18][CH:30]=[CH:29]2)[cH:5][cH:6][cH:7]1. Starting materials: C=CC(c1cccc(Cl)c1)C(NS(=O)(=O)C=Cc1ccccc1)c1ccc(Cl)cc1, ClCCl. Yields the product Clc1ccc(C2NSC=CC2c2cccc(Cl)c2)cc1. Starting materials: IC=1C=CC=2N(C1)C=C(N2)C(=O)NC2=CC=CC=C2 (6-iodo-N-phenylimidazo[1,2-a]pyridine-2-carboxamide), C1(=CC=CC=C1)B(O)O (phenylboronic acid), C([O-])([O-])=O.[Na+].[Na+] (sodium carbonate), C(C)#N (acetonitrile). The reagents and catalysts are C=1C=CC(=CC1)[P](C=2C=CC=CC2)(C=3C=CC=CC3)[Pd]([P](C=4C=CC=CC4)(C=5C=CC=CC5)C=6C=CC=CC6)([P](C=7C=CC=CC7)(C=8C=CC=CC8)C=9C=CC=CC9)[P](C=1C=CC=CC1)(C=1C=CC=CC1)C=1C=CC=CC1 (tetrakis(triphenylphosphine)palladium). Solvent: C1(=CC=CC=C1)C (toluene). Product: C1(=CC=CC=C1)NC(=O)C=1N=C2N(C=C(C=C2)C2=CC=CC=C2)C1 (N,6-diphenylimidazo[1,2-a]pyridine-2-carboxamide). Isolated yield 65.2%. As a reaction SMILES: I[C:2]1[CH:3]=[CH:4][C:5]2[N:6]([CH:8]=[C:9]([C:11]([NH:13][C:14]3[CH:19]=[CH:18][CH:17]=[CH:16][CH:15]=3)=[O:12])[N:10]=2)[CH:7]=1.[C:20]1(B(O)O)[CH:25]=[CH:24][CH:23]=[CH:22][CH:21]=1.C(=O)([O-])[O-].[Na+].[Na+].C(#N)C>C1C=CC([P]([Pd]([P](C2C=CC=CC=2)(C2C=CC=CC=2)C2C=CC=CC=2)([P](C2C=CC=CC=2)(C2C=CC=CC=2)C2C=CC=CC=2)[P](C2C=CC=CC=2)(C2C=CC=CC=2)C2C=CC=CC=2)(C2C=CC=CC=2)C2C=CC=CC=2)=CC=1.C1(C)C=CC=CC=1>[C:14]1([NH:13][C:11]([C:9]2[N:10]=[C:5]3[CH:4]=[CH:3][C:2]([C:20]4[CH:25]=[CH:24][CH:23]=[CH:22][CH:21]=4)=[CH:7][N:6]3[CH:8]=2)=[O:12])[CH:19]=[CH:18][CH:17]=[CH:16][CH:15]=1 |f:2.3.4,^1:41,43,62,81|. Reported procedure: 0.391 g of 6-iodo-N-phenylimidazo[1,2-a]pyridine-2-carboxamide, 0.237 g of phenylboronic acid, 45 mg of tetrakis(triphenylphosphine)palladium, 4 ml of 2M aqueous sodium carbonate solution, 6 ml of acetonitrile and 6 ml of toluene are charged to a microwave tube. The mixture is heated for 20 minutes in the microwave device adjusted to 150° C. After cooling, the organic phase is separated, dried and evaporated. The residue is taken up in a mixture of dichloromethane and pentane. The solid is filte... Starting materials: C(CCl)Cl (EDC), C=1C=CC2=C(C1)N=NN2O (HOBT), [H-].[H-].[H-].[H-].[Li+].[Al+3] (LiAlH4), TEA, Cl.CNOC (N,O-dimethylhydroxylamine hydrochloride), N1([C@@H](CC2=CC=CC=C2C1)C(=O)O)C(=O)OC(C)(C)C (Boc-L-Tic-OH). Solvent: CCOCC (Et2O), C(Cl)Cl (CH2Cl2). Conditions: temperature 0 celsius, time 18 hour. Yields the product C(=O)(OC(C)(C)C)N1CC2=CC=CC=C2C[C@H]1C=O ((3S)—N-Boc-1,2,3,4-tetrahydroisoquinoline-3-carbaldehyde). Isolated yield 62.5%. Reaction SMILES: [N:1]1([C:14]([O:16][C:17]([CH3:20])([CH3:19])[CH3:18])=[O:15])[CH2:10][C:9]2[C:4](=[CH:5][CH:6]=[CH:7][CH:8]=2)[CH2:3][C@H:2]1[C:11](O)=[O:12].Cl.CNOC.C(Cl)CCl.C1C=CC2N(O)N=NC=2C=1.[H-].[H-].[H-].[H-].[Li+].[Al+3]>CCOCC.C(Cl)Cl>[C:14]([N:1]1[C@H:2]([CH:11]=[O:12])[CH2:3][C:4]2[C:9](=[CH:8][CH:7]=[CH:6][CH:5]=2)[CH2:10]1)([O:16][C:17]([CH3:20])([CH3:19])[CH3:18])=[O:15] |f:1.2,5.6.7.8.9.10|. Procedure details: To a round-bottomed flask equipped with stirring was added Boc-L-Tic-OH (Bachem) (1 g, 3.6 mmol) and CH2Cl2 (20 mL), followed by TEA (0.5 mL, 3.6 mmol) and N,O-dimethylhydroxylamine hydrochloride. The reaction mixture was cooled to 0° C., EDC (690 mg, 3.6 mmol) and HOBT (550 mg, 3.6 mmol) were added, and the reaction mixture was stirred at 0° C. for 1 h then at RT for 18 h. The organic layer was washed with 0.5 N HCl, satd NaHCO3, and brine. The organic layer was dried over Na2SO4, filtered and ...